This data is from the Open Reaction Database (ORD), a public repository of structured organic reaction records. The task is: describe an organic reaction: reactants, conditions, products, and yield The reactants are O=C(n1ccnc1)n1ccnc1, CCC(N)CC(=O)OC, Cl, Nc1cccnc1C(=O)O, c1ccncc1. Product: CCC(CC(=O)OC)NC(=O)c1ncccc1N. Reaction SMILES: [C:11]([n:12]1[cH:13][cH:14][n:15][cH:16]1)([n:17]1[cH:18][cH:19][n:20][cH:21]1)=[O:22].[CH3:24][O:25][C:26]([CH2:27][CH:28]([CH2:29][CH3:30])[NH2:31])=[O:32].[ClH:23].[NH2:1][c:2]1[c:3]([C:8](=[O:9])[OH:10])[n:4][cH:5][cH:6][cH:7]1.[cH:33]1[cH:34][cH:35][n:36][cH:37][cH:38]1>>[NH2:1][c:2]1[c:3]([C:8](=[O:10])[NH:31][CH:28]([CH2:27][C:26]([O:25][CH3:24])=[O:32])[CH2:29][CH3:30])[n:4][cH:5][cH:6][cH:7]1. The reactants are O=C(O)C1(CS(=O)(=O)c2ccc(Oc3ccc(Br)cc3)cc2)CCOCC1, CCO, C1CCOCC1. Product: O=C(O)C1(CS(=O)(=O)c2ccc(Oc3ccccc3)cc2)CCOCC1. RXN SMILES: [Br:1][c:2]1[cH:3][cH:4][c:5]([O:6][c:7]2[cH:8][cH:9][c:10]([S:13](=[O:14])(=[O:15])[CH2:16][C:17]3([C:23](=[O:24])[OH:25])[CH2:18][CH2:19][O:20][CH2:21][CH2:22]3)[cH:11][cH:12]2)[cH:26][cH:27]1.[CH2:34]([OH:35])[CH3:36].[O:28]1[CH2:29][CH2:30][CH2:31][CH2:32][CH2:33]1>>[cH:2]1[cH:3][cH:4][c:5]([O:6][c:7]2[cH:8][cH:9][c:10]([S:13](=[O:14])(=[O:15])[CH2:16][C:17]3([C:23](=[O:24])[OH:25])[CH2:18][CH2:19][O:20][CH2:21][CH2:22]3)[cH:11][cH:12]2)[cH:26][cH:27]1.